This data is from the Open Reaction Database (ORD), a public repository of structured organic reaction records. The task is: describe an organic reaction: reactants, conditions, products, and yield The reactants are titled compound 41, FC(C1=CC=C(C=C1)C(C)=O)(F)F (1-(4-trifluoromethyl-phenyl)-ethanone), C(C)(=O)O (acetic acid), M-CHBr2, BrBr (bromine), BrCC(=O)C1=CC=C(C=C1)C(F)(F)F (2-bromo-1-(4-trifluoromethyl-phenyl)-ethanone). Solvent: C(C)#N.O (acetonitrile H2O), O (water). The product is BrC(C(=O)C1=CC=C(C=C1)C(F)(F)F)Br (2,2-Dibromo-1-(4-trifluoromethyl-phenyl)-ethanone). As a reaction SMILES: FC(F)(F)C1C=CC(C(=O)C)=CC=1.C(O)(=O)C.[Br:18]Br.[Br:20][CH2:21][C:22]([C:24]1[CH:29]=[CH:28][C:27]([C:30]([F:33])([F:32])[F:31])=[CH:26][CH:25]=1)=[O:23]>C(#N)C.O.O>[Br:20][CH:21]([Br:18])[C:22]([C:24]1[CH:29]=[CH:28][C:27]([C:30]([F:31])([F:32])[F:33])=[CH:26][CH:25]=1)=[O:23] |f:4.5|. Procedure: This compound was synthesised by the general procedure represented in Scheme 2, a stirred solution of 1-(4-trifluoromethyl-phenyl)-ethanone (1 g, 5.3 mmol) ) and acetic acid (50 ml) was refluxed 1 h, then bromine (0.35 ml, 6.9 mmol) was added dropwise and the mixture refluxed 3 h. After cooling at room temperature, water (50 ml) was added and the mixture extracted with CH2Cl2 (50 ml), the organic layer was washed with water (50 ml), a solution of NaHCO3 saturated (50 ml) and finally with NaCl so...